From a dataset of the Open Reaction Database (ORD), a public repository of structured organic reaction records. describe an organic reaction: reactants, conditions, products, and yield Starting materials: ClC1=CC(=CC=C1)C(=O)OO (3-chloroperbenzoic acid), C(=O)NC=1SC=C(N1)C(C(=O)NC1[C@@H]2N(C(C=CS2)C(=O)OC(COCCCCCCCC)COCCCCCCCC)C1=O)=NOC (2-n-octyloxy-1-n-octyloxymethylethyl 7-[2-(2-formamidothiazol-4-yl)-2-methoxyiminoacetamido]-2-cephem-4-carboxylate). Run in C(Cl)Cl (methylene chloride), C(Cl)Cl (methylene chloride). Reaction conditions: temperature 0 celsius, time 35 minute. The product is C(=O)NC=1SC=C(N1)C(C(=O)NC1[C@@H]2N(C(=CCS2=O)C(=O)OC(COCCCCCCCC)COCCCCCCCC)C1=O)=NOC (2-n-octyloxy-1-n-octyloxymethylethyl 7-[2-(2-formamidothiazol-4-yl)-2-methoxyiminoacetamido]-3-cephem-4-carboxylate-1-oxide). The yield is 79.5%. RXN SMILES: ClC1C=CC=C(C(OO)=[O:9])C=1.[CH:12]([NH:14][C:15]1[S:16][CH:17]=[C:18]([C:20](=[N:57][O:58][CH3:59])[C:21]([NH:23][CH:24]2[C:55](=[O:56])[N:26]3[CH:27]([C:31]([O:33][CH:34]([CH2:45][O:46][CH2:47][CH2:48][CH2:49][CH2:50][CH2:51][CH2:52][CH2:53][CH3:54])[CH2:35][O:36][CH2:37][CH2:38][CH2:39][CH2:40][CH2:41][CH2:42][CH2:43][CH3:44])=[O:32])[CH:28]=[CH:29][S:30][C@H:25]23)=[O:22])[N:19]=1)=[O:13]>C(Cl)Cl>[CH:12]([NH:14][C:15]1[S:16][CH:17]=[C:18]([C:20](=[N:57][O:58][CH3:59])[C:21]([NH:23][CH:24]2[C:55](=[O:56])[N:26]3[C:27]([C:31]([O:33][CH:34]([CH2:35][O:36][CH2:37][CH2:38][CH2:39][CH2:40][CH2:41][CH2:42][CH2:43][CH3:44])[CH2:45][O:46][CH2:47][CH2:48][CH2:49][CH2:50][CH2:51][CH2:52][CH2:53][CH3:54])=[O:32])=[CH:28][CH2:29][S:30](=[O:9])[C@H:25]23)=[O:22])[N:19]=1)=[O:13]. Procedure details: A solution of 3-chloroperbenzoic acid (0.9 g) in methylene chloride (10 ml) was dropwise added to a stirred solution of 2-n-octyloxy-1-n-octyloxymethylethyl 7-[2-(2-formamidothiazol-4-yl)-2-methoxyiminoacetamido]-2-cephem-4-carboxylate (syn isomer, 3.0 g) in methylene chloride (30 ml) at -7° to -3° C. over 30 minutes, and then stirred at 0° C. for 35 minutes. The resultant mixture was washed with a diluted aqueous solution of sodium bicarbonate and saturated aqueous solution of sodium chloride i...